Dataset: the Open Reaction Database (ORD), a public repository of structured organic reaction records. Task: describe an organic reaction: reactants, conditions, products, and yield Reactants: CC1(CC(CC(C1)(C)C)=O)OOC(C)(C)C (3,5,5-trimethyl-3-(t-butylperoxy)-cyclohexanone), CS(=O)(=O)O (methanesulfonic acid), [H][H] (hydrogen). The reagents and catalysts are [Pt] (Platinum on carbon). Run in CCOCC (ether). Conditions: time 18 hour. Yields the product CC1(CC(CC(C1)(C)C)O)OOC(C)(C)C (3,5,5-Trimethyl-3-(t-butylperoxy) cyclohexanol). RXN SMILES: [CH3:1][C:2]1([O:11][O:12][C:13]([CH3:16])([CH3:15])[CH3:14])[CH2:7][C:6]([CH3:9])([CH3:8])[CH2:5][C:4](=[O:10])[CH2:3]1.CS(O)(=O)=O.[H][H]>[Pt].CCOCC>[CH3:1][C:2]1([O:11][O:12][C:13]([CH3:16])([CH3:15])[CH3:14])[CH2:7][C:6]([CH3:8])([CH3:9])[CH2:5][CH:4]([OH:10])[CH2:3]1. Reported procedure: The catalytic hydrogenation of 3,5,5-trimethyl-3-(t-butylperoxy)-cyclohexanone, 10.0 g. (0.045 mole), was carried out in a Parr Hydrogenation Apparatus using 1.0 g. 5% Platinum on carbon catalyst and in the presence of 50 ml. of 10% methanesulfonic acid solution. The hydrogenation at 60 p.s.i.g. hydrogen pressure was started at 0° C. and the temperature allowed to rise to 21° C. After 2 1/2 hours, the reaction was stopped, the product taken up in ether, the etheral solution washed to neutrality ... Starting materials: C(C)(=O)SCC(C(=O)N1C(CCC2=CC=CC=C12)C(=O)O)C ((±) 1-(3-Acetylthio-2-methyl-1-oxopropyl)-1,2,3,4-tetrahydro-2-quinolinecarboxylic acid), [OH-].[NH4+] (ammonium hydroxide), Cl (hydrochloric acid). The solvent is O (water). Conditions: time 6 hour. Yields the product SCC(C(=O)N1C(CCC2=CC=CC=C12)C(=O)O)C ((±)-1,2,3,4-Tetrahydro-1-(3-mercapto-2-methyl-1-oxopropyl)-2-quinolinecarboxylic Acid). As a reaction SMILES: C([S:4][CH2:5][CH:6]([CH3:22])[C:7]([N:9]1[C:18]2[C:13](=[CH:14][CH:15]=[CH:16][CH:17]=2)[CH2:12][CH2:11][CH:10]1[C:19]([OH:21])=[O:20])=[O:8])(=O)C.[OH-].[NH4+].Cl>O>[SH:4][CH2:5][CH:6]([CH3:22])[C:7]([N:9]1[C:18]2[C:13](=[CH:14][CH:15]=[CH:16][CH:17]=2)[CH2:12][CH2:11][CH:10]1[C:19]([OH:21])=[O:20])=[O:8] |f:1.2|. Procedure: (±) 1-(3-Acetylthio-2-methyl-1-oxopropyl)-1,2,3,4-tetrahydro-2-quinolinecarboxylic acid (26 g), concentrated ammonium hydroxide (55 ml), and water (110 ml) were combined and stirred at room temperature under nitrogen for six hours. After this time, concentrated hydrochloric acid was added while cooling with an ice bath until pH 2. The reaction mixture was extracted with ether (150 ml) and the extract dried over sodium sulfate, and evaporated to an oil. This residue, (±)-1,2,3,4-tetrahydro-1-(3-m... The reactants are ClC=1C(=C(C(=O)O)C=CC1)F (3-chloro-2-fluorobenzoic acid), FC1(CCC(CC1)(C=1C=NC(=CC1)C(F)(F)F)CN)F ((4,4-difluoro-1-(6-(trifluoromethyl)pyridin-3-yl)cyclohexyl)methanamine). The product is ClC=1C(=C(C(=O)NCC2(CCC(CC2)(F)F)C=2C=NC(=CC2)C(F)(F)F)C=CC1)F (3-chloro-N-((4,4-difluoro-1-(6-(trifluoromethyl)pyr idin-3-yl)cyclohexyl) methyl)-2-fluorobenzamide). Reaction SMILES: [Cl:1][C:2]1[C:3]([F:11])=[C:4]([CH:8]=[CH:9][CH:10]=1)[C:5]([OH:7])=O.[F:12][C:13]1([F:31])[CH2:18][CH2:17][C:16]([CH2:29][NH2:30])([C:19]2[CH:20]=[N:21][C:22]([C:25]([F:28])([F:27])[F:26])=[CH:23][CH:24]=2)[CH2:15][CH2:14]1>>[Cl:1][C:2]1[C:3]([F:11])=[C:4]([CH:8]=[CH:9][CH:10]=1)[C:5]([NH:30][CH2:29][C:16]1([C:19]2[CH:20]=[N:21][C:22]([C:25]([F:28])([F:26])[F:27])=[CH:23][CH:24]=2)[CH2:17][CH2:18][C:13]([F:12])([F:31])[CH2:14][CH2:15]1)=[O:7]. Procedure details: From 3-chloro-2-fluorobenzoic acid and (4,4-difluoro-1-(6-(trifluoromethyl)pyridin-3-yl)cyclohexyl)methanamine. LCMS (MH+): m/z=433.2, tR (minutes, Method D)=0.83 Reactants: CCC(C(=O)[O-])N1CCc2ccc(N3CCN(C(=O)OC(C)(C)C)CC3)cc2C1=O, CO, [Li+], [OH-]. Yields the product CC(C)(C)OC(=O)N1CCN(c2ccc3c(c2)C(=O)N(CC(=O)O)CC3)CC1. As a reaction SMILES: [CH2:1]([CH3:2])[CH:3]([C:4](=[O:5])[O-:6])[N:7]1[C:8](=[O:30])[c:9]2[cH:10][c:11]([N:17]3[CH2:18][CH2:19][N:20]([C:23](=[O:24])[O:25][C:26]([CH3:27])([CH3:28])[CH3:29])[CH2:21][CH2:22]3)[cH:12][cH:13][c:14]2[CH2:15][CH2:16]1.[CH3:33][OH:34].[Li+:32].[OH-:31]>>[CH2:3]([C:4](=[O:5])[OH:6])[N:7]1[C:8](=[O:30])[c:9]2[cH:10][c:11]([N:17]3[CH2:18][CH2:19][N:20]([C:23](=[O:24])[O:25][C:26]([CH3:27])([CH3:28])[CH3:29])[CH2:21][CH2:22]3)[cH:12][cH:13][c:14]2[CH2:15][CH2:16]1. The reactants are C1(=CC=CC=C1)S(=O)(=O)CC1=NNC(=N1)C=1OC=CC1 (3-benzenesulfonylmethyl-5-furan-2-yl-1H-[1,2,4]triazole), COC1=CC=CC(=N1)C=CC#N (3-(6-methoxy-pyridin-2-yl)-acrylonitrile). Product: O1C(=CC=C1)C1=NN2C(C=C(C=C2N)C=2C=NC(=CC2)OC)=N1 (2-Furan-2-yl-7-(6-methoxy-pyridin-3-yl)-[1,2,4]triazolo[1,5-a]pyridin-5-ylamine). Reaction SMILES: C1(S([CH2:10][C:11]2[N:15]=[C:14]([C:16]3[O:17][CH:18]=[CH:19][CH:20]=3)[NH:13][N:12]=2)(=O)=O)C=CC=CC=1.[CH3:21][O:22][C:23]1[N:28]=[C:27](C=CC#N)[CH:26]=[CH:25][CH:24]=1>>[O:17]1[CH:18]=[CH:19][CH:20]=[C:16]1[C:14]1[N:15]=[C:11]2[CH:10]=[C:20]([C:26]3[CH:27]=[N:28][C:23]([O:22][CH3:21])=[CH:24][CH:25]=3)[CH:16]=[C:14]([NH2:13])[N:12]2[N:13]=1. Procedure details: The title compound, MS m/e (%): 307 (M+, 100), was prepared in accordance with the general method of example 1 from 3-benzenesulfonylmethyl-5-furan-2-yl-1H-[1,2,4]triazole and 3-(6-methoxy-pyridin-2-yl)-acrylonitrile. Reactants: COC1=CC=C2C=C(C=NC2=C1)C(=O)OCC (ethyl 7-methoxy-3-quinolinecarboxylate). Solvent: Br (HBr). Product: OC1=CC=C2C=C(C=NC2=C1)C(=O)OCC (ethyl 7-hydroxy-3-quinoline-carboxylate). Isolated yield 50.6%. As a reaction SMILES: C[O:2][C:3]1[CH:12]=[C:11]2[C:6]([CH:7]=[C:8]([C:13]([O:15][CH2:16][CH3:17])=[O:14])[CH:9]=[N:10]2)=[CH:5][CH:4]=1>Br>[OH:2][C:3]1[CH:12]=[C:11]2[C:6]([CH:7]=[C:8]([C:13]([O:15][CH2:16][CH3:17])=[O:14])[CH:9]=[N:10]2)=[CH:5][CH:4]=1. Reported procedure: A mixture of ethyl 7-methoxy-3-quinolinecarboxylate (12.0 g) and 47% HBr (200 ml) was refluxed for 24 h. The precipitated crystals (12.63 g) were collected and added to a mixture of ethanol (400 ml) and conc.H2SO4 (2 ml). After refluxing for 20 h, the reaction mixture was concentrated, diluted with saturated aqueous sodium bicarbonate, and extracted with ethyl acetate. The ethyl acetate layer was washed with water, dried (MgSO4), and concentrated to give ethyl 7-hydroxy-3-quinoline-carboxylate (...